This data is from the Open Reaction Database (ORD), a public repository of structured organic reaction records. The task is: describe an organic reaction: reactants, conditions, products, and yield Reactants: solution, C1(=CC=CC=C1)[Mg]Br (C6H5MgBr), CCOCC (ether), ice water, FC1=CC=2C(=C3N=C4C=CC=CC4=C3N(C2C=C1)C)Cl (2-Fluoro-5-methyl-11-chloroquindoline). Solvent: O1CCOCC1 (dioxane). Reaction conditions: time 1 hour. Yields the product Cl.FC1=CC=2C(=C3N=C4C=CC=CC4=C3[NH+](C2C=C1)C)C1=CC=CC=C1 (2-Fluoro-5-methyl-11-phenylquindolinium Hydrochloride). Yield: 45.8%. Reaction SMILES: [F:1][C:2]1[CH:18]=[CH:17][C:16]2[N:15]([CH3:19])[C:14]3[C:6]([N:7]=[C:8]4[C:13]=3[CH:12]=[CH:11][CH:10]=[CH:9]4)=[C:5]([Cl:20])[C:4]=2[CH:3]=1.[C:21]1([Mg]Br)[CH:26]=[CH:25][CH:24]=[CH:23][CH:22]=1.CCOCC>O1CCOCC1>[ClH:20].[F:1][C:2]1[CH:18]=[CH:17][C:16]2[NH+:15]([CH3:19])[C:14]3[C:6]([N:7]=[C:8]4[C:13]=3[CH:12]=[CH:11][CH:10]=[CH:9]4)=[C:5]([C:21]3[CH:26]=[CH:25][CH:24]=[CH:23][CH:22]=3)[C:4]=2[CH:3]=1 |f:4.5|. Reported procedure: A suspension of 2-fluoro-5-methyl-11-chloroquindoline from Example 24 (300 mg, 0.35 mmol) in dry dioxane (30 mL) was added to a 1.0 M solution of C6H5MgBr in ether (6 mL, 6.0 mmol, obtained from Aldrich Chemical Co.) at room temperature. The reaction mixture was stirred for 1 hour at room temperature, then heated for 1 hour at 50° C. The reaction mixture was cooled, poured into ice-water (300 mL), allowed to stand overnight to effect hydrolysis (pH ~7), and then extracted with EtOAc (4×50 mL) an... As a reaction SMILES: [C:1]([OH:6])(=[O:5])[C:2]([OH:4])=[O:3].[CH2:7]([N:14]([CH2:16][CH:17]1[CH2:26][C:25]2[C:20](=[CH:21][CH:22]=[CH:23][CH:24]=2)[N:19]([C:27](=O)[CH2:28][CH2:29][C:30]2[CH:35]=[CH:34][C:33]([C:36]3[CH:41]=[CH:40][CH:39]=[CH:38][CH:37]=3)=[CH:32][CH:31]=2)[CH2:18]1)[CH3:15])[C:8]1[CH:13]=[CH:12][CH:11]=[CH:10][CH:9]=1.O.Cl.[OH-].[Na+]>C1COCC1>[C:1]([OH:6])(=[O:5])[C:2]([OH:4])=[O:3].[CH2:7]([N:14]([CH2:16][CH:17]1[CH2:26][C:25]2[C:20](=[CH:21][CH:22]=[CH:23][CH:24]=2)[N:19]([CH2:27][CH2:28][CH2:29][C:30]2[CH:31]=[CH:32][C:33]([C:36]3[CH:37]=[CH:38][CH:39]=[CH:40][CH:41]=3)=[CH:34][CH:35]=2)[CH2:18]1)[CH3:15])[C:8]1[CH:9]=[CH:10][CH:11]=[CH:12][CH:13]=1 |f:0.1,4.5,7.8|. Solvent: C1CCOC1 (THF). Procedure: 3-(N-Benzyl-N-methylamino)methyl-1-[3-(4-biphenylyl]propanoyl)-1,2,3,4-tetrahydroquinoline oxalate (0.800 g) was converted into a free form, which was dissolved in THF (5 ml). 1M Borane-THF complex (3 ml) was added to the reaction mixture, which was heated under reflux for 30 minutes, then left standing for cooling. Water (0.5 ml) and 6N hydrochloric acid (2 ml) were added to the reaction mixture, which was stirred at room temperature for 12 hours. The reaction mixture was made basic by adding 1... Reactants: C(C(=O)O)(=O)O.C(C1=CC=CC=C1)N(C)CC1CN(C2=CC=CC=C2C1)C(CCC1=CC=C(C=C1)C1=CC=CC=C1)=O (3-(N-Benzyl-N-methylamino)methyl-1-[3-(4-biphenylyl]propanoyl)-1,2,3,4-tetrahydroquinoline oxalate), [OH-].[Na+] (sodium hydroxide), O (Water), Cl (hydrochloric acid). Product: C(C(=O)O)(=O)O.C(C1=CC=CC=C1)N(C)CC1CN(C2=CC=CC=C2C1)CCCC1=CC=C(C=C1)C1=CC=CC=C1 (3-(N-Benzyl-N-methylamino)methyl-1-[3-(4-biphenylyl)propyl]-1,2,3,4-tetrahydroquinoline oxalate). Conditions: time 12 hour. Yield: 401.2%.